Dataset: the Open Reaction Database (ORD), a public repository of structured organic reaction records. Task: describe an organic reaction: reactants, conditions, products, and yield Starting materials: O=C([O-])[O-], O=[N+]([O-])c1ccc(F)cc1, [K+], [K+], CN(C)C=O, O, CC(C)(C)OC(=O)Nc1ccc2c(c1)[nH]c1cc(O)ccc12. Yields the product CC(C)(C)OC(=O)Nc1ccc2c(c1)[nH]c1cc(Oc3ccc([N+](=O)[O-])cc3)ccc12. RXN SMILES: [C:23](=[O:24])([O-:25])[O-:26].[F:29][c:30]1[cH:31][cH:32][c:33]([N+:36](=[O:37])[O-:38])[cH:34][cH:35]1.[K+:27].[K+:28].[O:39]=[CH:40][N:41]([CH3:42])[CH3:43].[OH2:44].[OH:1][c:2]1[cH:3][cH:4][c:5]2[c:6]3[cH:7][cH:8][c:9]([NH:15][C:16]([O:17][C:18]([CH3:19])([CH3:20])[CH3:21])=[O:22])[cH:10][c:11]3[nH:12][c:13]2[cH:14]1>>[O:1]([c:2]1[cH:3][cH:4][c:5]2[c:6]3[cH:7][cH:8][c:9]([NH:15][C:16]([O:17][C:18]([CH3:19])([CH3:20])[CH3:21])=[O:22])[cH:10][c:11]3[nH:12][c:13]2[cH:14]1)[c:30]1[cH:31][cH:32][c:33]([N+:36](=[O:37])[O-:38])[cH:34][cH:35]1. The product is NC=1C=C2C(=C(C=NC2=CC1)C(=O)NCC1=CC=C(C=C1)Cl)O (6-Amino-N-[(4-chlorophenyl)methyl]-4-hydroxy-3-quinoline-carboxamide). Reagents/catalysts: [Ni] (Raney nickel). Isolated yield 84.5%. Reaction SMILES: [Cl:1][C:2]1[CH:7]=[CH:6][C:5]([CH2:8][NH:9][C:10]([C:12]2[CH:13]=[N:14][C:15]3[C:20]([C:21]=2[OH:22])=[CH:19][C:18]([N+:23]([O-])=O)=[CH:17][CH:16]=3)=[O:11])=[CH:4][CH:3]=1.CN(C)C=O.[H][H]>[Ni].O>[NH2:23][C:18]1[CH:19]=[C:20]2[C:15](=[CH:16][CH:17]=1)[N:14]=[CH:13][C:12]([C:10]([NH:9][CH2:8][C:5]1[CH:6]=[CH:7][C:2]([Cl:1])=[CH:3][CH:4]=1)=[O:11])=[C:21]2[OH:22]. Procedure: N-[(4-chlorophenyl)methyl]-4-hydroxy-6-nitro-3-quinolinecarboxamide (500 mg) is suspended in 50 mL of freshly degassed dimethylformamide and treated with 0.5 mL of 50% Raney nickel in water (Aldrich). The mixture is agitated under 45 psi hydrogen pressure for 24 h, and then it is filtered through celite. The solvent is removed by evaporation at reduced pressure and the residue is suspended in 5 mL of absolute ethanol and it is collected by filtration. After drying at 0.1 torr/100 ° C./1.5 h, the... Reactants: ClC1=CC=C(C=C1)CNC(=O)C=1C=NC2=CC=C(C=C2C1O)[N+](=O)[O-] (N-[(4-chlorophenyl)methyl]-4-hydroxy-6-nitro-3-quinolinecarboxamide), CN(C=O)C (dimethylformamide), [H][H] (hydrogen). Solvent: O (water). Product: C(C)C1=CNC2=CC(=CC=C12)N (3-Ethyl-1H-indol-6-ylamine). The solvent is CC#N (CH3CN). RXN SMILES: [N+:1]([C:4]1[CH:12]=[C:11]2[C:7]([CH:8]=[CH:9][NH:10]2)=[CH:6][CH:5]=1)([O-])=O.[CH2:13](Br)[CH3:14]>CC#N>[CH2:13]([C:8]1[C:7]2[C:11](=[CH:12][C:4]([NH2:1])=[CH:5][CH:6]=2)[NH:10][CH:9]=1)[CH3:14]. Reactants: [N+](=O)([O-])C1=CC=C2C=CNC2=C1 (6-nitroindole), C(C)Br (ethyl bromide). Procedure: 3-Ethyl-1H-indol-6-ylamine (B-12) was synthesized following the general scheme above starting from 6-nitroindole and ethyl bromide. Overall yield (42%). HPLC ret. time 1.95 min, 10-99% CH3CN, 5 min run; ESI-MS 161.3 m/z (MH+). The reactants are N1C=CC=2C1=NC=CC2 (1H-pyrrolo[2,3-b]pyridine), C(C)(C)(C)OC(N(C1=NC(=C(C=C1)C=O)F)CC1=CC=C(C=C1)Cl)=O ((4-Chloro-benzyl)-(6-fluoro-5-formyl-pyridin-2-yl)-carbamic acid tert-butyl ester), [OH-].[K+] (potassium hydroxide), CO (methanol), O (water). Run at time 2 hour. Yields the product C(C)(C)(C)OC(N(C1=NC(=C(C=C1)C(C1=CNC2=NC=CC=C21)O)OC)CC2=CC=C(C=C2)Cl)=O ((4-Chloro-benzyl)-5-[hydroxy-(1H-pyrrolo[2,3-b]pyridin-3-yl)-methyl]-6-methoxy-pyridin-2-yl-carbamic acid tert-butyl ester). As a reaction SMILES: [NH:1]1[C:5]2=[N:6][CH:7]=[CH:8][CH:9]=[C:4]2[CH:3]=[CH:2]1.[C:10]([O:14][C:15](=[O:34])[N:16]([CH2:26][C:27]1[CH:32]=[CH:31][C:30]([Cl:33])=[CH:29][CH:28]=1)[C:17]1[CH:22]=[CH:21][C:20]([CH:23]=[O:24])=[C:19](F)[N:18]=1)([CH3:13])([CH3:12])[CH3:11].[OH-:35].[K+].O.[CH3:38]O>>[C:10]([O:14][C:15](=[O:34])[N:16]([CH2:26][C:27]1[CH:32]=[CH:31][C:30]([Cl:33])=[CH:29][CH:28]=1)[C:17]1[CH:22]=[CH:21][C:20]([CH:23]([OH:24])[C:3]2[C:4]3[C:5](=[N:6][CH:7]=[CH:8][CH:9]=3)[NH:1][CH:2]=2)=[C:19]([O:35][CH3:38])[N:18]=1)([CH3:13])([CH3:12])[CH3:11] |f:2.3|. Procedure: To 1H-Pyrrolo[2,3-b]pyridine (1, 90.0 mg, 0.76 mmol) in methanol (30.0 mL) were added (4-chloro-benzyl)-(6-fluoro-5-formyl-pyridin-2-yl)-carbamic acid tert-butyl ester (65, 300.0 mg, 0.82 mmol) and potassium hydroxide (720.0 mg, 12.83 mmol) under an atmosphere of nitrogen. The reaction was stirred at room temperature for 2 hours, then poured into water and extracted with ethyl acetate. The organic layer was dried over anhydrous sodium sulfate and filtered. The filtrate was concentrated and purif... Reactants: CCOC(=N)CS(=O)(=O)c1ccccc1, ClC(Cl)Cl, Cl, NNC(=O)c1cccs1. As a reaction SMILES: [CH2:2]([O:3][C:5]([CH2:6][S:7](=[O:8])(=[O:9])[c:10]1[cH:11][cH:12][cH:13][cH:14][cH:15]1)=[NH:16])[CH3:4].[CH:26]([Cl:27])([Cl:28])[Cl:29].[ClH:1].[s:17]1[c:18]([C:22](=[O:23])[NH:24][NH2:25])[cH:19][cH:20][cH:21]1>>[C:5]([CH2:6][S:7](=[O:8])(=[O:9])[c:10]1[cH:11][cH:12][cH:13][cH:14][cH:15]1)(=[NH:16])[NH:25][NH:24][C:22]([c:18]1[s:17][cH:21][cH:20][cH:19]1)=[O:23]. Yields the product N=C(CS(=O)(=O)c1ccccc1)NNC(=O)c1cccs1. The reactants are CC(C)C(=O)Cl, ClCCl, CN(C)c1ccncc1, O=C(NC1CNc2ccccc2N(c2ccccc2)C1=O)OCc1ccccc1, c1ccncc1. Yields the product CC(C)C(=O)N1CC(NC(=O)OCc2ccccc2)C(=O)N(c2ccccc2)c2ccccc21. RXN SMILES: [C:30]([CH:31]([CH3:32])[CH3:33])(=[O:34])[Cl:35].[CH2:42]([Cl:43])[Cl:44].[CH3:45][N:46]([c:47]1[cH:48][cH:49][n:50][cH:51][cH:52]1)[CH3:53].[c:1]1([N:7]2[C:8](=[O:29])[CH:9]([NH:18][C:19](=[O:20])[O:21][CH2:22][c:23]3[cH:24][cH:25][cH:26][cH:27][cH:28]3)[CH2:10][NH:11][c:12]3[c:13]2[cH:14][cH:15][cH:16][cH:17]3)[cH:2][cH:3][cH:4][cH:5][cH:6]1.[cH:36]1[cH:37][cH:38][n:39][cH:40][cH:41]1>>[c:1]1([N:7]2[C:8](=[O:29])[CH:9]([NH:18][C:19](=[O:20])[O:21][CH2:22][c:23]3[cH:24][cH:25][cH:26][cH:27][cH:28]3)[CH2:10][N:11]([C:30]([CH:31]([CH3:32])[CH3:33])=[O:34])[c:12]3[c:13]2[cH:14][cH:15][cH:16][cH:17]3)[cH:2][cH:3][cH:4][cH:5][cH:6]1. Starting materials: Cc1cc(C)n(-c2ccc(N)cc2)n1, NC(=O)c1cnc(NC2CCCCC2N)nc1Nc1ccc(-c2ccno2)cc1. Product: Cc1cc(C)n(-c2ccc(Nc3nc(NC4CCCCC4N)ncc3C(N)=O)cc2)n1. As a reaction SMILES: [CH3:30][c:31]1[n:32][n:33](-[c:37]2[cH:38][cH:39][c:40]([NH2:41])[cH:42][cH:43]2)[c:34]([CH3:36])[cH:35]1.[NH2:1][CH:2]1[CH:3]([NH:8][c:9]2[n:10][cH:11][c:12]([C:27](=[O:28])[NH2:29])[c:13]([NH:15][c:16]3[cH:17][cH:18][c:19](-[c:20]4[o:21][n:22][cH:23][cH:24]4)[cH:25][cH:26]3)[n:14]2)[CH2:4][CH2:5][CH2:6][CH2:7]1>>[NH2:1][CH:2]1[CH:3]([NH:8][c:9]2[n:10][cH:11][c:12]([C:27](=[O:28])[NH2:29])[c:13]([NH:41][c:40]3[cH:39][cH:38][c:37](-[n:33]4[n:32][c:31]([CH3:30])[cH:35][c:34]4[CH3:36])[cH:43][cH:42]3)[n:14]2)[CH2:4][CH2:5][CH2:6][CH2:7]1. Starting materials: CO, O=CO, CSc1ccc(C(CC2CCCO2)C(=O)Nc2cnccn2)cc1Cl, [K+], O=[Mn](=O)(=O)[O-], O, OO. Product: CS(=O)(=O)c1ccc(C(CC2CCCO2)C(=O)Nc2cnccn2)cc1Cl. Reaction SMILES: [CH3:38][OH:39].[CH:26](=[O:27])[OH:28].[Cl:1][c:2]1[cH:3][c:4]([CH:10]([C:11](=[O:12])[NH:13][c:14]2[n:15][cH:16][cH:17][n:18][cH:19]2)[CH2:20][CH:21]2[O:22][CH2:23][CH2:24][CH2:25]2)[cH:5][cH:6][c:7]1[S:8][CH3:9].[K+:36].[Mn:31]([O-:32])(=[O:33])(=[O:34])=[O:35].[OH2:37].[OH:29][OH:30]>>[Cl:1][c:2]1[cH:3][c:4]([CH:10]([C:11](=[O:12])[NH:13][c:14]2[n:15][cH:16][cH:17][n:18][cH:19]2)[CH2:20][CH:21]2[O:22][CH2:23][CH2:24][CH2:25]2)[cH:5][cH:6][c:7]1[S:8]([CH3:9])(=[O:27])=[O:37]. The reactants are C1(CCC2=CC=CC=3C4=CC=CC=C4C1C23)C(=O)[O-] (1,2,3,10b-tetrahydro-1-fluoranthenecarboxylate), C(#N)C1=C(C(=O)C(=C(C1=O)Cl)Cl)C#N (DDQ). The solvent is C1(=CC=CC=C1)C (PhCH3). The product is COC(=O)C1=CC=C2C=CC=C3C4=CC=CC=C4C1=C23 (methyl-1-fluoranthenecarboxylate). Isolated yield 97.6%. As a reaction SMILES: [CH:1]1([C:17]([O-:19])=[O:18])[CH:15]2[C:16]3[C:4](=[CH:5][CH:6]=[CH:7][C:8]=3[C:9]3[C:14]2=[CH:13][CH:12]=[CH:11][CH:10]=3)[CH2:3][CH2:2]1.[C:20](C1C(=O)C(Cl)=C(Cl)C(=O)C=1C#N)#N>C1(C)C=CC=CC=1>[CH3:20][O:18][C:17]([C:1]1[C:15]2=[C:16]3[C:8]([C:9]4[C:14]2=[CH:13][CH:12]=[CH:11][CH:10]=4)=[CH:7][CH:6]=[CH:5][C:4]3=[CH:3][CH:2]=1)=[O:19]. Procedure details: To a RB flask equipped with magnetic stirrer, condenser and N2 inlet line with bubbler was added methyl, 1,2,3,10b-tetrahydro-1-fluoranthenecarboxylate (Cambridge Chemical, Inc., 202 E. Smith Street, Milwaukee, Wis. 53207, 98.0 g, 0.372 mol), DDQ (Aldrich, 177.0 g, 0.781 mol) and dry PhCH3 (2 L). The reaction mixture was heated at 90° for 10 h, cooled, filtered and concentrated to a 500 mL volume. The crude material was purified on a plug of SiO2 (0.5 kg) using PhCH3 as the eluting solvent. The ...